From a dataset of the Open Reaction Database (ORD), a public repository of structured organic reaction records. describe an organic reaction: reactants, conditions, products, and yield The reactants are O=c1[nH]c2cc(Br)ccc2n1CCN1CCCC1, CC(C)(C)[O-], CS(C)=O, CI, [K+], [Na+], O=C([O-])O. Yields the product Cn1c(=O)n(CCN2CCCC2)c2ccc(Br)cc21. Reaction SMILES: [Br:7][c:8]1[cH:9][c:10]2[c:11]([n:12]([CH2:16][CH2:17][N:18]3[CH2:19][CH2:20][CH2:21][CH2:22]3)[c:13](=[O:15])[nH:14]2)[cH:23][cH:24]1.[CH3:1][C:2]([CH3:3])([O-:4])[CH3:5].[CH3:32][S:33]([CH3:34])=[O:35].[I:25][CH3:26].[K+:6].[Na+:31].[O-:27][C:28]([OH:29])=[O:30]>>[CH3:1][n:14]1[c:10]2[cH:9][c:8]([Br:7])[cH:24][cH:23][c:11]2[n:12]([CH2:16][CH2:17][N:18]2[CH2:19][CH2:20][CH2:21][CH2:22]2)[c:13]1=[O:15]. Reactants: ClCCl, O=C(OO)c1cccc(Cl)c1, Fc1cccc(Oc2cccnc2)c1, [Na+], O=S([O-])O. The product is [O-][n+]1cccc(Oc2cccc(F)c2)c1. RXN SMILES: [CH2:31]([Cl:32])[Cl:33].[Cl:1][c:2]1[cH:3][cH:4][cH:5][c:6]([C:7]([O:8][OH:10])=[O:9])[cH:11]1.[F:12][c:13]1[cH:14][c:15]([O:16][c:17]2[cH:18][n:19][cH:20][cH:21][cH:22]2)[cH:23][cH:24][cH:25]1.[Na+:30].[S:26]([O-:27])([OH:28])=[O:29]>>[O-:9][n+:19]1[cH:18][c:17]([O:16][c:15]2[cH:14][c:13]([F:12])[cH:25][cH:24][cH:23]2)[cH:22][cH:21][cH:20]1. Reactants: C1COCCO1, [H][H], O=[N+]([O-])c1ccc2c(c1)-c1nc(Cc3c[nH]cn3)sc1CC2. Product: Nc1ccc2c(c1)-c1nc(Cc3c[nH]cn3)sc1CC2. As a reaction SMILES: [CH2:25]1[O:26][CH2:27][CH2:28][O:29][CH2:30]1.[H:23][H:24].[nH:1]1[cH:2][n:3][c:4]([CH2:6][c:7]2[s:8][c:9]3[c:10]([n:11]2)-[c:12]2[cH:13][c:14]([N+:20]([O-:21])=[O:22])[cH:15][cH:16][c:17]2[CH2:18][CH2:19]3)[cH:5]1>>[nH:1]1[cH:2][n:3][c:4]([CH2:6][c:7]2[s:8][c:9]3[c:10]([n:11]2)-[c:12]2[cH:13][c:14]([NH2:20])[cH:15][cH:16][c:17]2[CH2:18][CH2:19]3)[cH:5]1. Product: COc1cc(Nc2c(C#N)cnc3cc4cc(OCCCN5CCOCC5)c(OC)cc4cc23)c(Cl)cc1Cl. Reaction SMILES: [CH2:35]1[CH2:36][O:37][CH2:38][CH2:39][NH:40]1.[CH3:43][O:44][CH2:45][CH2:46][O:47][CH3:48].[Cl:1][CH2:2][CH2:3][CH2:4][O:5][c:6]1[cH:7][c:8]2[c:9]([cH:10][c:11]3[c:12]([NH:20][c:21]4[c:22]([Cl:30])[cH:23][c:24]([Cl:29])[c:25]([O:27][CH3:28])[cH:26]4)[c:13]([C:18]#[N:19])[cH:14][n:15][c:16]3[cH:17]2)[cH:31][c:32]1[O:33][CH3:34].[I-:42].[Na+:41]>>[CH2:2]([CH2:3][CH2:4][O:5][c:6]1[cH:7][c:8]2[c:9]([cH:10][c:11]3[c:12]([NH:20][c:21]4[c:22]([Cl:30])[cH:23][c:24]([Cl:29])[c:25]([O:27][CH3:28])[cH:26]4)[c:13]([C:18]#[N:19])[cH:14][n:15][c:16]3[cH:17]2)[cH:31][c:32]1[O:33][CH3:34])[N:40]1[CH2:35][CH2:36][O:37][CH2:38][CH2:39]1. The reactants are C1COCCN1, COCCOC, COc1cc(Nc2c(C#N)cnc3cc4cc(OCCCCl)c(OC)cc4cc23)c(Cl)cc1Cl, [I-], [Na+]. Starting materials: CCOC(=O)C=C(C(=O)OCC)c1cccc2ncccc12, CS(C)=O, C[S+](C)(C)=O, [H-], [I-], [Na+], O. Yields the product CCOC(=O)C1CC1(C(=O)OCC)c1cccc2ncccc12. Reaction SMILES: [CH2:9]([CH3:10])[O:11][C:12]([C:13](=[CH:14][C:15](=[O:16])[O:17][CH2:18][CH3:19])[c:20]1[c:21]2[cH:22][cH:23][cH:24][n:25][c:26]2[cH:27][cH:28][cH:29]1)=[O:30].[CH3:32][S:33]([CH3:34])=[O:35].[CH3:4][S+:5]([CH3:6])([CH3:7])=[O:8].[H-:1].[I-:3].[Na+:2].[OH2:31]>>[CH2:4]1[C:13]([C:12]([O:11][CH2:9][CH3:10])=[O:30])([c:20]2[c:21]3[cH:22][cH:23][cH:24][n:25][c:26]3[cH:27][cH:28][cH:29]2)[CH:14]1[C:15](=[O:16])[O:17][CH2:18][CH3:19]. Starting materials: B.CSC (Borane methylsulphide), COC1=C(C=CC=C1)N1CCN(CC1)C(C(N1C=NC(=C1)C1=CC=CC=C1)C1=CC=CC=C1)=O (1-(2-methoxyphenyl)-4-[1-oxo-2-phenyl-2-(4-phenyl-1H-imid azol-1-yl) ethyl]piperazine), Cl (HCl). The product is COC1=C(C=CC=C1)N1CCN(CC1)CC(N1C=NC(=C1)C1=CC=CC=C1)C1=CC=CC=C1 (1-(2-Methoxyphenyl)-4-[2-phenyl-2 -(4-phenyl-1H-imidazol-1-yl)ethyl]piperazine), trihydrochloride. Reaction conditions: temperature 90 celsius, time 48 hour. RXN SMILES: B.CSC.[CH3:5][O:6][C:7]1[CH:12]=[CH:11][CH:10]=[CH:9][C:8]=1[N:13]1[CH2:18][CH2:17][N:16]([C:19](=O)[CH:20]([C:32]2[CH:37]=[CH:36][CH:35]=[CH:34][CH:33]=2)[N:21]2[CH:25]=[C:24]([C:26]3[CH:31]=[CH:30][CH:29]=[CH:28][CH:27]=3)[N:23]=[CH:22]2)[CH2:15][CH2:14]1.Cl>C1COCC1>[CH3:5][O:6][C:7]1[CH:12]=[CH:11][CH:10]=[CH:9][C:8]=1[N:13]1[CH2:18][CH2:17][N:16]([CH2:19][CH:20]([C:32]2[CH:37]=[CH:36][CH:35]=[CH:34][CH:33]=2)[N:21]2[CH:25]=[C:24]([C:26]3[CH:27]=[CH:28][CH:29]=[CH:30][CH:31]=3)[N:23]=[CH:22]2)[CH2:15][CH2:14]1 |f:0.1|. Procedure details: 2.0 M Borane-methylsulphide in THF (45 ml) was added over 45 mins to a solution of 1-(2-methoxyphenyl)-4-[1-oxo-2-phenyl-2-(4-phenyl-1H-imid azol-1-yl) ethyl]piperazine (4.0 g, 0.009 m, prepared in an analogous manner to the method of Example 5a) in dry THF (30 ml) at ambient temperature, and the mixture was then refluxed 24 hrs. The cooled mixture was treated with conc. HCl (25 ml) dropwise over 30 mins and the resulting white suspension was then heated at 90° C. for 4 hrs. After further standi... The solvent is C1CCOC1 (THF), C1CCOC1 (THF).